This data is from the Open Reaction Database (ORD), a public repository of structured organic reaction records. The task is: describe an organic reaction: reactants, conditions, products, and yield Starting materials: Fc1cc(-c2cc(C(F)(F)F)cc3[nH]c(Cl)nc23)cc(F)c1F, OCc1cnc(N2CCNCC2)c(Cl)c1. Product: OCc1cnc(N2CCN(c3nc4cc(C(F)(F)F)cc(-c5cc(F)c(F)c(F)c5)c4[nH]3)CC2)c(Cl)c1. Reaction SMILES: [Cl:16][c:17]1[n:18][c:19]2[c:20]([nH:21]1)[cH:22][c:23]([C:35]([F:36])([F:37])[F:38])[cH:24][c:25]2-[c:26]1[cH:27][c:28]([F:34])[c:29]([F:33])[c:30]([F:32])[cH:31]1.[Cl:1][c:2]1[cH:3][c:4]([CH2:14][OH:15])[cH:5][n:6][c:7]1[N:8]1[CH2:9][CH2:10][NH:11][CH2:12][CH2:13]1>>[Cl:1][c:2]1[cH:3][c:4]([CH2:14][OH:15])[cH:5][n:6][c:7]1[N:8]1[CH2:9][CH2:10][N:11]([c:17]2[nH:18][c:19]3[c:20]([n:21]2)[cH:22][c:23]([C:35]([F:36])([F:37])[F:38])[cH:24][c:25]3-[c:26]2[cH:27][c:28]([F:34])[c:29]([F:33])[c:30]([F:32])[cH:31]2)[CH2:12][CH2:13]1. Reactants: C(C)(C)(C)OC(NC1=C(C=C(C(=C1)OCC(F)(F)F)C(F)(F)F)N)=O ([2-amino-5-(2,2,2-trifluoro-ethoxy)-4-trifluoromethyl-phenyl]-carbamic acid tert-butyl ester), C(C)(C)(C)OC(CC(=O)C1=CC(=CC=C1)C=1C=NC(=CC1)N(C)C)=O (3-[3-(6-dimethylamino-pyridin-3-yl)-phenyl]-3-oxo-propionic acid tert-butyl ester). Yields the product C(C)(C)(C)OC(NC1=C(C=C(C(=C1)OCC(F)(F)F)C(F)(F)F)NC(CC(=O)C1=CC(=CC=C1)C=1C=NC(=CC1)N(C)C)=O)=O ([2-{3-[3-(6-Dimethylamino-pyridin-3-yl)-phenyl]-3-oxo-propionylamino}-5-(2,2,2-trifluoro-ethoxy)-4-trifluoromethyl-phenyl]-carbamic acid tert-butyl ester), solid. Yield: 85.0%. RXN SMILES: [C:1]([O:5][C:6](=[O:25])[NH:7][C:8]1[CH:13]=[C:12]([O:14][CH2:15][C:16]([F:19])([F:18])[F:17])[C:11]([C:20]([F:23])([F:22])[F:21])=[CH:10][C:9]=1[NH2:24])([CH3:4])([CH3:3])[CH3:2].C([O:30][C:31](=O)[CH2:32][C:33]([C:35]1[CH:40]=[CH:39][CH:38]=[C:37]([C:41]2[CH:42]=[N:43][C:44]([N:47]([CH3:49])[CH3:48])=[CH:45][CH:46]=2)[CH:36]=1)=[O:34])(C)(C)C>>[C:1]([O:5][C:6](=[O:25])[NH:7][C:8]1[CH:13]=[C:12]([O:14][CH2:15][C:16]([F:18])([F:17])[F:19])[C:11]([C:20]([F:22])([F:23])[F:21])=[CH:10][C:9]=1[NH:24][C:31](=[O:30])[CH2:32][C:33]([C:35]1[CH:40]=[CH:39][CH:38]=[C:37]([C:41]2[CH:42]=[N:43][C:44]([N:47]([CH3:49])[CH3:48])=[CH:45][CH:46]=2)[CH:36]=1)=[O:34])([CH3:4])([CH3:2])[CH3:3]. Procedure details: The title compound was prepared from [2-amino-5-(2,2,2-trifluoro-ethoxy)-4-trifluoromethyl-phenyl]-carbamic acid tert-butyl ester (Example J6) (281 mg, 0.75 mmol) and 3-[3-(6-dimethylamino-pyridin-3-yl)-phenyl]-3-oxo-propionic acid tert-butyl ester (Example K28) (255 mg, 0.75 mmol) according to the general procedure M. Obtained as a light brown solid (409 mg, 85%).